Dataset: the Open Reaction Database (ORD), a public repository of structured organic reaction records. Task: describe an organic reaction: reactants, conditions, products, and yield The reactants are OC(C(C1=CC=C(C=C1)OCC1=CC=C(C=C1)C)=O)S(=O)(=O)O (α-hydroxy-β-oxo-4-[(4-methylphenyl)methoxy]-benzeneethanesulfonic acid), [Na] (sodium), Cl (hydrochloric acid). Yields the product O.CC1=CC=C(C=C1)COC1=CC=C(C=C1)C(C=O)=O (4-[(4-Methylphenyl)methoxy]-α-oxo-benzeneacetaldehyde hydrate). RXN SMILES: [OH:1][CH:2](S(O)(=O)=O)[C:3](=[O:19])[C:4]1[CH:9]=[CH:8][C:7]([O:10][CH2:11][C:12]2[CH:17]=[CH:16][C:15]([CH3:18])=[CH:14][CH:13]=2)=[CH:6][CH:5]=1.[Na].Cl>>[OH2:1].[CH3:18][C:15]1[CH:14]=[CH:13][C:12]([CH2:11][O:10][C:7]2[CH:8]=[CH:9][C:4]([C:3](=[O:19])[CH:2]=[O:1])=[CH:5][CH:6]=2)=[CH:17][CH:16]=1 |f:3.4,^1:23|. Procedure details: A 2.8 g. portion of α-hydroxy-β-oxo-4-[(4-methylphenyl)methoxy]-benzeneethanesulfonic acid, sodium salt was combined with 25 ml. of 0.5N hydrochloric acid, heated on a steam bath for 5 minutes and then allowed to stand for several hours. The solid was collected, slurried with 50 ml. of acetone, 25 ml. of 0.5N hydrochloric acid were added and the mixture was refluxed for 2 hours. The solid was collected, again refluxed with acid and the solid collected, washed free of acid and dried, giving the d...